From a dataset of the Open Reaction Database (ORD), a public repository of structured organic reaction records. describe an organic reaction: reactants, conditions, products, and yield Starting materials: O=C=O, CC#N, COC(=O)c1cc(O)c2ccccc2n1, Cc1ccc(S(=O)(=O)N=C=O)cc1. The product is COC(=O)c1cc(=NS(=O)(=O)c2ccc(C)cc2)c2ccccc2[nH]1. Reaction SMILES: [C:29](=[O:30])=[O:31].[CH3:32][C:33]#[N:34].[OH:1][c:2]1[cH:3][c:4]([C:12](=[O:13])[O:14][CH3:15])[n:5][c:6]2[cH:7][cH:8][cH:9][cH:10][c:11]12.[c:16]1([CH3:28])[cH:17][cH:18][c:19]([S:22](=[O:23])(=[O:24])[N:25]=[C:26]=[O:27])[cH:20][cH:21]1>>[c:2]1(=[N:25][S:22]([c:19]2[cH:18][cH:17][c:16]([CH3:28])[cH:21][cH:20]2)(=[O:23])=[O:24])[cH:3][c:4]([C:12](=[O:13])[O:14][CH3:15])[nH:5][c:6]2[cH:7][cH:8][cH:9][cH:10][c:11]12.